This data is from the Open Reaction Database (ORD), a public repository of structured organic reaction records. The task is: describe an organic reaction: reactants, conditions, products, and yield Reactants: O=C(O)C(=O)O, COC1=CCC2=C(CC=C3C2CCC2(C)C3CC3OCCOC32)C1, C1CCOC1, CO, ClCCl, O, O, O. Yields the product CC12CCC3C(=CCC4=C3CCC(=O)C4)C1CC1OCCOC12. Reaction SMILES: [C:28]([OH:29])(=[O:30])[C:31]([OH:32])=[O:33].[CH2:1]1[O:2][CH:3]2[C:4]3([CH3:5])[CH:6]([CH2:7][CH:8]2[O:9][CH2:10]1)[C:11]1=[CH:12][CH2:13][C:14]2=[C:19]([CH2:18][CH:17]=[C:16]([O:23][CH3:24])[CH2:15]2)[CH:20]1[CH2:21][CH2:22]3.[CH2:37]1[O:38][CH2:39][CH2:40][CH2:41]1.[CH3:42][OH:43].[Cl:34][CH2:35][Cl:36].[OH2:25].[OH2:26].[OH2:27]>>[CH2:1]1[O:2][CH:3]2[C:4]3([CH3:5])[CH:6]([CH2:7][CH:8]2[O:9][CH2:10]1)[C:11]1=[CH:12][CH2:13][C:14]2=[C:19]([CH2:18][CH2:17][C:16](=[O:23])[CH2:15]2)[CH:20]1[CH2:21][CH2:22]3. Reactants: C1(=CC=CC=C1)OC1=CC=CC=C1 (diphenyl ether), NC1=CC=C(OCCCC(=O)OCC)C=C1 (ethyl 4-(4-aminophenoxy)butanoate), acetoacetic ester, Cl (hydrochloric acid). The product is C(C)OC(=O)CCCOC=1C=C2C(=CC(=NC2=CC1)C)O (6-(3-Ethoxycarbonylpropoxy)-2-methylquinolin-4-ol). Isolated yield 42.0%. RXN SMILES: [NH2:1][C:2]1[CH:16]=[CH:15][C:5]([O:6][CH2:7][CH2:8][CH2:9][C:10]([O:12][CH2:13][CH3:14])=[O:11])=[CH:4][CH:3]=1.Cl.[C:18]1([O:24]C2C=CC=CC=2)C=C[CH:21]=[CH:20][CH:19]=1>>[CH2:13]([O:12][C:10]([CH2:9][CH2:8][CH2:7][O:6][C:5]1[CH:4]=[C:3]2[C:2](=[CH:16][CH:15]=1)[N:1]=[C:20]([CH3:21])[CH:19]=[C:18]2[OH:24])=[O:11])[CH3:14]. Procedure: To a stirring mixture of ethyl 4-(4-aminophenoxy)butanoate (3.12 g, 14 mmol) and acetoacetic ester (1.82 g, 14 mmol) was added a catalytic amount of hydrochloric acid and cyclized in refluxing diphenyl ether as described in Example 5a. The product was obtained as a light yellow solid (1.70 g, 42%). 1H NMR (400 MHz, DMSO-d6): 1.32 (3H, t, J=7.1 Hz), 2.15 (2H, m), 2.50 (3H, s), 2.62 (2H, t, J=7.3 Hz), 4.21 (4H, m), 6.09 (1H, s), 7.42 (1H, dd, J=9.0, 2.7 Hz), 7.58 (1H, d, J=2.7 Hz), 7.65 (1H, d, J=... The reactants are CC(C)=O, OO, CS(=O)(=O)NC(=O)CCCCC1CCSS1. Yields the product CS(=O)(=O)NC(=O)CCCCC1CCS(=O)S1. Reaction SMILES: [CH3:19][C:20](=[O:21])[CH3:22].[OH:17][OH:18].[S:1]1[S:2][CH:3]([CH2:6][CH2:7][CH2:8][CH2:9][C:10](=[O:11])[NH:12][S:13](=[O:14])(=[O:15])[CH3:16])[CH2:4][CH2:5]1>>[S:1]1(=[O:17])[S:2][CH:3]([CH2:6][CH2:7][CH2:8][CH2:9][C:10](=[O:11])[NH:12][S:13](=[O:14])(=[O:15])[CH3:16])[CH2:4][CH2:5]1. Reactants: ClC1=C(C(=CC=C1)Cl)CCC1=NOC(=C1CO)C(C)C ([3-[2-(2,6-dichlorophenyl)ethyl]-5-(1-methylethyl)-4-isoxazolyl]methanol), OC1=CC=C(C=C1)C1=CC=C2C=CC(=CC2=C1)C(=O)OC (methyl 7-(4-hydroxyphenyl)-2-naphthalenecarboxylate), C1(=CC=CC=C1)P(C1=CC=CC=C1)C1=CC=CC=C1 (triphenyl phosphine), N(=NC(=O)OC(C)C)C(=O)OC(C)C (diisopropyl azodicarboxylate). Solvent: ClCCl (dichloromethane). Conditions: temperature 80 celsius. Product: ClC1=C(C(=CC=C1)Cl)CCC1=NOC(=C1COC1=CC=C(C=C1)C1=CC=C2C=CC(=CC2=C1)C(=O)OC)C(C)C (Methyl 7-[4-({[3-[2-(2,6-dichlorophenyl)ethyl]-5-(1-methylethyl)-4-isoxazolyl]methyl}oxy)phenyl]-2-naphthalenecarboxylate). Isolated yield 64.2%. Reaction SMILES: [Cl:1][C:2]1[CH:7]=[CH:6][CH:5]=[C:4]([Cl:8])[C:3]=1[CH2:9][CH2:10][C:11]1[C:15]([CH2:16][OH:17])=[C:14]([CH:18]([CH3:20])[CH3:19])[O:13][N:12]=1.O[C:22]1[CH:27]=[CH:26][C:25]([C:28]2[CH:37]=[C:36]3[C:31]([CH:32]=[CH:33][C:34]([C:38]([O:40][CH3:41])=[O:39])=[CH:35]3)=[CH:30][CH:29]=2)=[CH:24][CH:23]=1.C1(P(C2C=CC=CC=2)C2C=CC=CC=2)C=CC=CC=1.N(C(OC(C)C)=O)=NC(OC(C)C)=O>ClCCl>[Cl:1][C:2]1[CH:7]=[CH:6][CH:5]=[C:4]([Cl:8])[C:3]=1[CH2:9][CH2:10][C:11]1[C:15]([CH2:16][O:17][C:22]2[CH:23]=[CH:24][C:25]([C:28]3[CH:37]=[C:36]4[C:31]([CH:32]=[CH:33][C:34]([C:38]([O:40][CH3:41])=[O:39])=[CH:35]4)=[CH:30][CH:29]=3)=[CH:26][CH:27]=2)=[C:14]([CH:18]([CH3:20])[CH3:19])[O:13][N:12]=1. Procedure details: A solution of [3-[2-(2,6-dichlorophenyl)ethyl]-5-(1-methylethyl)-4-isoxazolyl]methanol (0.050 g, 0.16 mmol), methyl 7-(4-hydroxyphenyl)-2-naphthalenecarboxylate (0.045 g, 0.16 mmol), triphenyl phosphine (0.042 g, 0.16 mmol) and diisopropyl azodicarboxylate (0.043 mL, 0.16 mmol) in dichloromethane (1.6 mL) was placed in microwave reaction tube and heated to 80° C. for 20 minutes. The solution was concentrated and the residue was purified by chromatography (silica gel, hexane to 3:7 ethyl acetate:... The reactants are C(C)OC(C(CCC)N)OCC (aminopentanal diethyl acetal), product, C(C=C)(=O)Cl (acryloyl chloride), 14N NaOH. The solvent is C(Cl)Cl (CH2Cl2). The product is C(C)OC(C(CCC)NC(C=C)=O)OCC (Acrylamidopentanal Diethyl Acetal). RXN SMILES: [CH2:1]([O:3][CH:4]([O:10][CH2:11][CH3:12])[CH:5]([NH2:9])[CH2:6][CH2:7][CH3:8])[CH3:2].[C:13](Cl)(=[O:16])[CH:14]=[CH2:15]>C(Cl)Cl>[CH2:11]([O:10][CH:4]([O:3][CH2:1][CH3:2])[CH:5]([NH:9][C:13](=[O:16])[CH:14]=[CH2:15])[CH2:6][CH2:7][CH3:8])[CH3:12]. Procedure: This compound was made from 25 g (0.14 mol) of aminopentanal diethyl acetal, 12.9 g of acryloyl chloride, 35 g of 14N NaOH and 65 mL of CH2Cl2 using the same procedures as for ABDA (no pH adjustment). The product (32.5 g) had a gc retention time of 7.80 min. Reactants: ceric ammonium nitrate, ice water, C(C)(=O)O (acetic acid), O (water), C(C)N(CCNC(=O)C=1NC(=C2C=C(C=CC12)Cl)C1=CC=CC=C1)CC (5-chloro-3-phenylisoindole-1-carboxylic acid [2-(diethylamino)ethyl]amide). Reaction conditions: temperature 80 celsius, time 20 minute. Product: Cl.C(C)N(CCNC(C(=O)C1=CCC(C=C1)(Cl)C(C1=CC=CC=C1)=O)=O)CC (p-benzoyl-p-chlorophenylglyoxylic acid [2-(diethylamino)ethyl]amide hydrochloride). RXN SMILES: [OH2:1].[CH2:2]([N:4]([CH2:26][CH3:27])[CH2:5][CH2:6][NH:7][C:8]([C:10]1NC(C2C=CC=CC=2)=[C:13]2[C:18]=1[CH:17]=[CH:16][C:15]([Cl:19])=[CH:14]2)=[O:9])[CH3:3].[C:28]([OH:31])(=O)[CH3:29]>>[ClH:19].[CH2:26]([N:4]([CH2:2][CH3:3])[CH2:5][CH2:6][NH:7][C:8](=[O:9])[C:10]([C:18]1[CH:17]=[CH:16][C:15]([C:28](=[O:31])[C:29]2[CH:10]=[CH:18][CH:13]=[CH:14][CH:15]=2)([Cl:19])[CH2:14][CH:13]=1)=[O:1])[CH3:27] |f:3.4|. Procedure details: 86.4 G. of ceric ammonium nitrate are dissolved in 150 ml. of water and 150 ml. of glacial acetic acid. 22.2 G. of 5-chloro-3-phenylisoindole-1-carboxylic acid [2-(diethylamino)ethyl]amide are added and the mixture is stirred at 80° C. for 20 minutes, the color of the solution obtained changing from orange to light yellow. After cooling, 750 ml. of ice-water are added and the separated oil is extracted with methylene chloride. The extract is washed with 2-N ammonium hydroxide and a saturated sod... Starting materials: ClC=1C=CC(=C(C(=O)N=C=S)C1)OC (5-chloro-2-methoxybenzoyl isothiocyanate), C([O-])(O)=O.[Na+] (sodium bicarbonate), II (Iodine), C(CC)C1CCC(CC1)=O (4-propylcyclohexanone), C(C)(C)(C)N (tert-butylamine). The reagents and catalysts are [Ti](Cl)(Cl)(Cl)Cl (titanium(IV) chloride). Solvent: C(C)OCC (ethyl ether), N1=CC=CC=C1 (pyridine), CO (MeOH), CCCCCC (hexane). Reaction conditions: time 5 minute. Product: C(C)(C)(C)N1S\C(\C2=C1CCC(C2)CCC)=N/C(C2=C(C=CC(=C2)Cl)OC)=O (N-[(3Z)-1-tert-butyl-5-propyl-4,5,6,7-tetrahydro-2,1-benzisothiazol-3(1H)-ylidene]-5-chloro-2-methoxybenzamide). Isolated yield 20.0%. Reaction SMILES: [C:1]([NH2:5])([CH3:4])([CH3:3])[CH3:2].[CH2:6]([CH:9]1[CH2:14][CH2:13][C:12](=O)[CH2:11][CH2:10]1)[CH2:7][CH3:8].[Cl:16][C:17]1[CH:18]=[CH:19][C:20]([O:28][CH3:29])=[C:21]([CH:27]=1)[C:22]([N:24]=[C:25]=[S:26])=[O:23].II.C(=O)(O)[O-].[Na+]>CCCCCC.[Ti](Cl)(Cl)(Cl)Cl.C(OCC)C.N1C=CC=CC=1.CO>[C:1]([N:5]1[C:12]2[CH2:11][CH2:10][CH:9]([CH2:6][CH2:7][CH3:8])[CH2:14][C:13]=2/[C:25](=[N:24]/[C:22](=[O:23])[C:21]2[CH:27]=[C:17]([Cl:16])[CH:18]=[CH:19][C:20]=2[O:28][CH3:29])/[S:26]1)([CH3:4])([CH3:3])[CH3:2] |f:4.5|. Procedure details: To a solution of tert-butylamine (366 mg, 5 mmol) in anhydrous hexane (20 mL) at 0° C. was added titanium(IV) chloride (133 mg, 0.5 mmol). After 5 min, the cooling bath was removed and 4-propylcyclohexanone (140 mg, 1 mmol) was added in one portion. The resulting mixture was stirred at ambient temperature for 2 h. Then, the precipitated solid was filtered and washed with anhydrous ethyl ether. The filtrate and washings were combined and concentrated under reduced pressure. The residue was dissol... Yields the product N1(C=CC=C1)C1=C(C=CC=C1)N1CCN(CC1)C=O (4-(2-pyrrol-1-ylphenyl)piperazine-1-carbaldehyde). Reported procedure: A mixture of 4-(2-aminophenyl)piperazine-1-carbaldehyde (1.27 g, 6.2 mmol), 2,5-dimethoxytetrahydrofuran (1.13 g, 8.6 mmol) and concentrated acetic acid (4 mL) was heated 1.75 hours at reflux. The reaction mixture then was cooled in an ice-bath, diluted with water/ice and extracted with methylene chloride. The methylene chloride extract was washed with aqueous sodium hydroxide and then water, dried (MgSO4), filtered and concentrated. The residue was purified by column chromatography on silica ge... As a reaction SMILES: [NH2:1][C:2]1[CH:7]=[CH:6][CH:5]=[CH:4][C:3]=1[N:8]1[CH2:13][CH2:12][N:11]([CH:14]=[O:15])[CH2:10][CH2:9]1.CO[CH:18]1[CH2:22][CH2:21][CH:20](OC)O1>C(O)(=O)C>[N:1]1([C:2]2[CH:7]=[CH:6][CH:5]=[CH:4][C:3]=2[N:8]2[CH2:9][CH2:10][N:11]([CH:14]=[O:15])[CH2:12][CH2:13]2)[CH:18]=[CH:22][CH:21]=[CH:20]1. The yield is 71.0%. Solvent: C(C)(=O)O (acetic acid), water ice. The reactants are NC1=C(C=CC=C1)N1CCN(CC1)C=O (4-(2-aminophenyl)piperazine-1-carbaldehyde), COC1OC(CC1)OC (2,5-dimethoxytetrahydrofuran).